From a dataset of the Open Reaction Database (ORD), a public repository of structured organic reaction records. describe an organic reaction: reactants, conditions, products, and yield Starting materials: CC(=O)O[BH-](OC(C)=O)OC(C)=O, O=C([O-])O, COc1ccc2c(C)cc(=O)n(CC=O)c2c1, CC(=O)O, ClC(Cl)Cl, ClCCl, [Na+], [Na+], CC1(NCc2ccc3c(c2)OCCO3)CCNCC1. Product: COc1ccc2c(C)cc(=O)n(CCN3CCC(C)(NCc4ccc5c(c4)OCCO5)CC3)c2c1. RXN SMILES: [C:37]([O:38][BH-:39]([O:40][C:41](=[O:42])[CH3:43])[O:44][C:45](=[O:46])[CH3:47])(=[O:48])[CH3:49].[C:51](=[O:52])([O-:53])[OH:54].[CH3:20][O:21][c:22]1[cH:23][cH:24][c:25]2[c:26]([CH3:36])[cH:27][c:28](=[O:35])[n:29]([CH2:32][CH:33]=[O:34])[c:30]2[cH:31]1.[CH3:60][C:61](=[O:62])[OH:63].[CH:56]([Cl:57])([Cl:58])[Cl:59].[Cl:64][CH2:65][Cl:66].[Na+:50].[Na+:55].[O:1]1[CH2:2][CH2:3][O:4][c:5]2[c:6]1[cH:7][cH:8][c:9]([CH2:11][NH:12][C:13]1([CH3:19])[CH2:14][CH2:15][NH:16][CH2:17][CH2:18]1)[cH:10]2>>[O:1]1[CH2:2][CH2:3][O:4][c:5]2[c:6]1[cH:7][cH:8][c:9]([CH2:11][NH:12][C:13]1([CH3:19])[CH2:14][CH2:15][N:16]([CH2:33][CH2:32][n:29]3[c:28](=[O:35])[cH:27][c:26]([CH3:36])[c:25]4[cH:24][cH:23][c:22]([O:21][CH3:20])[cH:31][c:30]43)[CH2:17][CH2:18]1)[cH:10]2. Starting materials: ice water, [OH-].[Na+] (sodium hydroxide), CC1=C(NC2=CC=CC=C12)CCN (2-(3-methylindol-2-yl)ethylamine), C(#N)[BH3-].[Na+] (sodium cyanoborohydride), C(#N)[BH3-].[Na+] (sodium cyanoborohydride). Run in C(C)(=O)O (acetic acid). Conditions: time 3 hour. Product: CC1C(NC2=CC=CC=C12)CCN (2-(2,3-dihydro-3-methylindol-2-yl)ethylamine). Isolated yield 71.2%. RXN SMILES: [CH3:1][C:2]1[C:10]2[C:5](=[CH:6][CH:7]=[CH:8][CH:9]=2)[NH:4][C:3]=1[CH2:11][CH2:12][NH2:13].C([BH3-])#N.[Na+].[OH-].[Na+]>C(O)(=O)C>[CH3:1][CH:2]1[C:10]2[C:5](=[CH:6][CH:7]=[CH:8][CH:9]=2)[NH:4][CH:3]1[CH2:11][CH2:12][NH2:13] |f:1.2,3.4|. Reported procedure: To a solution of 2-(3-methylindol-2-yl)ethylamine (2.5 g) in acetic acid [25 ml) at 15° C. was added sodium cyanoborohydride (1.62 g) in one portion. The solution was stirred at room temperature. After 3 hours, sodium cyanoborohydride (1.0 g) was added and the mixture was stirred at room temperature for 12 hours. After dilution with ice-water, the reaction mixture was made basic with sodium hydroxide pellets and extracted three times with ether. The ether layer was washed with water and brine, d...